From a dataset of the Open Reaction Database (ORD), a public repository of structured organic reaction records. describe an organic reaction: reactants, conditions, products, and yield Reactants: ClC1=CC=C(C=C1)CCCCCBr (5-(4-chlorophenyl)-pentyl bromide), NC(=S)N (thiourea), Cl (HCl), N (ammonia). Solvent: C(C)O (ethanol), C(C)O (ethanol). The product is ClC1=CC=C(C=C1)CCCCCS (5-(4-chlorophenyl)-1-pentanethiol). Isolated yield 63649.6%. RXN SMILES: [Cl:1][C:2]1[CH:7]=[CH:6][C:5]([CH2:8][CH2:9][CH2:10][CH2:11][CH2:12]Br)=[CH:4][CH:3]=1.NC(N)=[S:16].N.Cl>C(O)C>[Cl:1][C:2]1[CH:7]=[CH:6][C:5]([CH2:8][CH2:9][CH2:10][CH2:11][CH2:12][SH:16])=[CH:4][CH:3]=1. Procedure: 24.2 g (92.6 mmol) 5-(4-chlorophenyl)-pentyl bromide 60 in 60 ml ethanol was added to a solution of 10.6 g (0.139 mmol) thiourea in 40 ml ethanol. It was heated for 5 h to reflux, allowed to cool, admixed with 50 ml concentrated ammonia solution and again heated for 3 h to reflux. After cooling it was acidified to pH 1 with ca. 30 ml concentrated HCl and extracted twice with 150 ml ether. It was washed with saturated NaCl solution, dried over sodium sulfate and the solvent was removed on a rotar... The reactants are CC=1NC(=C(CC1C(=O)OCC)C(=O)OCC)C (diethyl 1,4-dihydro-2,6-dimethyl-3,5-pyridinedicarboxylate), N1[C@H](C(=O)O)CCC1 (L-Proline), N1(N=CC=C1)C1=CC=C(C=O)C=C1 (4-(1H-pyrazol-1-yl)benzaldehyde), CC1(OC(CC(O1)=O)=O)C (2,2-dimethyl-1,3-dioxane-4,6-dione). The solvent is C(C)O (ethanol), C(C)(C)O (Isopropanol), C(C)O (ethanol). Reaction conditions: time 40 minute. Product: N1(N=CC=C1)C1=CC=C(CC2C(OC(OC2=O)(C)C)=O)C=C1 (5-(4-(1H-Pyrazol-1-yl)benzyl)-2,2-dimethyl-1,3-dioxane-4,6-dione). RXN SMILES: N1CCC[C@H]1C(O)=O.[N:9]1([C:14]2[CH:21]=[CH:20][C:17]([CH:18]=O)=[CH:16][CH:15]=2)[CH:13]=[CH:12][CH:11]=[N:10]1.[CH3:22][C:23]1([CH3:31])[O:28][C:27](=[O:29])[CH2:26][C:25](=[O:30])[O:24]1.CC1NC(C)=C(C(OCC)=O)CC=1C(OCC)=O>C(O)C.C(O)(C)C>[N:9]1([C:14]2[CH:21]=[CH:20][C:17]([CH2:18][CH:26]3[C:27](=[O:29])[O:28][C:23]([CH3:31])([CH3:22])[O:24][C:25]3=[O:30])=[CH:16][CH:15]=2)[CH:13]=[CH:12][CH:11]=[N:10]1. Procedure details: L-Proline (4.07 g, 35.0 mmol) was added to a semi-heterogeneous mixture of 4-(1H-pyrazol-1-yl)benzaldehyde (30.0 g, 174 mmol) and 2,2-dimethyl-1,3-dioxane-4,6-dione (25.6 g, 174 mmol) in ethanol (996 mL) at room temperature. After 40 minutes, diethyl 1,4-dihydro-2,6-dimethyl-3,5-pyridinedicarboxylate (44.1 g, 174 mmol) was added in one portion followed by ethanol (125 mL). After overnight stirring, the mixture was concentrated under reduced pressure to afford a yellow solid. Isopropanol (300 mL)... Reactants: O=C(N=C=S)c1ccccc1, C1CCOC1, Nc1ccc2sc(N)nc2c1. Yields the product Nc1nc2cc(NC(=S)NC(=O)c3ccccc3)ccc2s1. Reaction SMILES: [C:12]([c:13]1[cH:14][cH:15][cH:16][cH:17][cH:18]1)(=[O:19])[N:20]=[C:21]=[S:22].[CH2:23]1[O:24][CH2:25][CH2:26][CH2:27]1.[NH2:1][c:2]1[cH:3][cH:4][c:5]2[c:6]([n:7][c:8]([NH2:10])[s:9]2)[cH:11]1>>[NH:1]([c:2]1[cH:3][cH:4][c:5]2[c:6]([n:7][c:8]([NH2:10])[s:9]2)[cH:11]1)[C:21]([NH:20][C:12]([c:13]1[cH:14][cH:15][cH:16][cH:17][cH:18]1)=[O:19])=[S:22].